This data is from the Open Reaction Database (ORD), a public repository of structured organic reaction records. The task is: describe an organic reaction: reactants, conditions, products, and yield Reactants: C(C)N(C(=O)C1=C(OC=C1)C)CC (N,N-diethyl-2-methylfuran-3-carboxamide), C(C)OC1=CC=C(C=C1)CCC#N (3-(4-ethoxyphenyl)propanenitrile), Cl (Hydrochloric acid), CC1(NC(CCC1)(C)C)C (2,2,6,6-tetramethylpiperidine), CCCCCC.C(CCC)[Li] (n-butyllithium hexane). Run in C1CCOC1 (THF), C1CCOC1 (THF). Run at temperature -20 celsius, time 10 minute. The product is C(C)OC1=CC=C(C=C1)CCC1=CC2=C(C(N1)=O)C=CO2 (6-[2-(4-ethoxyphenyl)ethyl]furo[3,2-c]pyridin-4(5H)-one). Yield: 15.5%. As a reaction SMILES: CC1(C)CCCC(C)(C)N1.CCCCCC.C([Li])CCC.C([N:24]([CH2:33][CH3:34])[C:25]([C:27]1[CH:31]=[CH:30][O:29][C:28]=1[CH3:32])=[O:26])C.[CH2:35]([O:37][C:38]1[CH:43]=[CH:42][C:41]([CH2:44]CC#N)=[CH:40][CH:39]=1)[CH3:36].Cl>C1COCC1>[CH2:35]([O:37][C:38]1[CH:43]=[CH:42][C:41]([CH2:44][CH2:34][C:33]2[NH:24][C:25](=[O:26])[C:27]3[CH:31]=[CH:30][O:29][C:28]=3[CH:32]=2)=[CH:40][CH:39]=1)[CH3:36] |f:1.2|. Reported procedure: To a solution of 2,2,6,6-tetramethylpiperidine (11.6 mL, 68.8 mmol) in THF (100 mL) was added 1.6 M n-butyllithium hexane solution (39.0 mL, 62.4 mmol) at −78° C., and the mixture was warmed to −20° C. and stirred at the same temperature for 10 min. To this solution was added a solution of N,N-diethyl-2-methylfuran-3-carboxamide (11.3 g, 62.5 mmol) in THF (10 mL), and the mixture was further stirred for 1 hr. To the solution was added 3-(4-ethoxyphenyl)propanenitrile (11.5 g, 65.6 mmol), and the...